From a dataset of the Open Reaction Database (ORD), a public repository of structured organic reaction records. describe an organic reaction: reactants, conditions, products, and yield The reactants are [Al+3], CCS, COC, [Cl-], [Cl-], [Cl-], CC(Cl)Cl, COc1ccc(-c2sc3ccccc3c2C(=O)c2ccc(OCCN3CCCC3)cc2)cc1. Yields the product O=C(c1ccc(OCCN2CCCC2)cc1)c1c(-c2ccc(O)cc2)sc2ccccc12. RXN SMILES: [Al+3:38].[CH2:41]([SH:42])[CH3:43].[CH3:1][O:2][CH3:3].[Cl-:37].[Cl-:39].[Cl-:40].[Cl:44][CH:45]([Cl:46])[CH3:47].[N:4]1([CH2:9][CH2:10][O:11][c:12]2[cH:13][cH:14][c:15]([C:18](=[O:19])[c:20]3[c:21]4[c:22]([s:23][c:24]3-[c:25]3[cH:26][cH:27][c:28]([O:31][CH3:32])[cH:29][cH:30]3)[cH:33][cH:34][cH:35][cH:36]4)[cH:16][cH:17]2)[CH2:5][CH2:6][CH2:7][CH2:8]1>>[N:4]1([CH2:9][CH2:10][O:11][c:12]2[cH:13][cH:14][c:15]([C:18](=[O:19])[c:20]3[c:21]4[c:22]([s:23][c:24]3-[c:25]3[cH:26][cH:27][c:28]([OH:31])[cH:29][cH:30]3)[cH:33][cH:34][cH:35][cH:36]4)[cH:16][cH:17]2)[CH2:5][CH2:6][CH2:7][CH2:8]1. Starting materials: ClC=1C=CC2=C(C=C(O2)C(=O)O)C1 (5-chlorobenzofuran-2-carboxylic acid), C(C(=O)Cl)(=O)Cl (oxalyl chloride), CN(C1CN(CC1)C=1SC2=C(N1)C=CC(=C2)N)C (2-(3-dimethylamino-pyrrolidin-1-yl)-benzothiazol-6-ylamine). The product is CN(C1CN(CC1)C=1SC2=C(N1)C=CC(=C2)NC(=O)C=2OC1=C(C2)C=C(C=C1)Cl)C (5-Chloro-benzofuran-2-carboxylic acid [2-(3-dimethylamino-pyrrolidin-1-yl)-benzothiazol-6-yl]-amide). Yield: 43.5%. RXN SMILES: [Cl:1][C:2]1[CH:3]=[CH:4][C:5]2[O:9][C:8]([C:10]([OH:12])=O)=[CH:7][C:6]=2[CH:13]=1.C(Cl)(=O)C(Cl)=O.[CH3:20][N:21]([CH3:37])[CH:22]1[CH2:26][CH2:25][N:24]([C:27]2[S:28][C:29]3[CH:35]=[C:34]([NH2:36])[CH:33]=[CH:32][C:30]=3[N:31]=2)[CH2:23]1>>[CH3:20][N:21]([CH3:37])[CH:22]1[CH2:26][CH2:25][N:24]([C:27]2[S:28][C:29]3[CH:35]=[C:34]([NH:36][C:10]([C:8]4[O:9][C:5]5[CH:4]=[CH:3][C:2]([Cl:1])=[CH:13][C:6]=5[CH:7]=4)=[O:12])[CH:33]=[CH:32][C:30]=3[N:31]=2)[CH2:23]1. Procedure details: Prepare according to Method C (Example 9), using 5-chlorobenzofuran-2-carboxylic acid (109 mg, 0.554 mmol), oxalyl chloride (300 μL, 3.43 mmol), and 2-(3-dimethylamino-pyrrolidin-1-yl)-benzothiazol-6-ylamine (100 mg, 0.381 mmol) to afford the title compound (73 mg, 43%). mass spectrum (m/e): 441.0 [M+H]. 1H NMR (400 MHz, DMSO-d6) δ 10.59 (s, 1H), 8.26 (d, 1H, J=1.8 Hz), 7.93 (d, 1H, J=2.2 Hz), 7.76 (d, 1H, J=8.6 Hz), 7.73 (d, 1H, J=0.9 Hz), 7.60 (dd, 1H, J=8.8, 2.2 Hz), 7.52 (dd, 1H, J=8.8, 2.2 ... The reactants are O=C([O-])[O-], CN(C)C=O, CCOC(=O)c1ccc(-c2nc(CCl)c(C)o2)s1, [K+], [K+], COc1cc(C=O)ccc1O, O. Product: CCOC(=O)c1ccc(-c2nc(COc3ccc(C=O)cc3OC)c(C)o2)s1. Reaction SMILES: [C:30](=[O:31])([O-:32])[O-:33].[CH3:36][N:37]([CH3:38])[CH:39]=[O:40].[Cl:1][CH2:2][c:3]1[n:4][c:5](-[c:9]2[cH:10][cH:11][c:12]([C:14](=[O:15])[O:16][CH2:17][CH3:18])[s:13]2)[o:6][c:7]1[CH3:8].[K+:34].[K+:35].[O:19]=[CH:20][c:21]1[cH:22][c:23]([O:24][CH3:25])[c:26]([OH:27])[cH:28][cH:29]1.[OH2:41]>>[CH2:2]([c:3]1[n:4][c:5](-[c:9]2[cH:10][cH:11][c:12]([C:14](=[O:15])[O:16][CH2:17][CH3:18])[s:13]2)[o:6][c:7]1[CH3:8])[O:27][c:26]1[c:23]([O:24][CH3:25])[cH:22][c:21]([CH:20]=[O:19])[cH:29][cH:28]1. Reactants: [N+](=O)([O-])C1=C(C=CC=C1)N=NC1=C(C(=CC(=C1)C(C)(C)C)C=1C(=C(C=C(C1)C(C)(C)C)N=NC1=C(C=CC=C1)[N+](=O)[O-])O)O (3,3′-bis-(2-nitrophenylazo)-5,5′-di-tert-butyl-1,1′-biphenyl-2,2′-diol), [OH-].[Na+] (sodium hydroxide). Reagents/catalysts: [Zn] (zinc). Solvent: C(C)O (ethanol). The product is N=1N(N=C2C1C=CC=C2)C2=C(C(=CC(=C2)C(C)(C)C)C=2C(=C(C=C(C2)C(C)(C)C)N2N=C1C(=N2)C=CC=C1)O)O (3,3′-bis-(2H-benzotriazol-2-yl)-5,5′-di-tert-butyl-1,1′-biphenyl-2,2′-diol). Isolated yield 25.6%. RXN SMILES: [N+:1]([C:4]1[CH:9]=[CH:8][CH:7]=[CH:6][C:5]=1[N:10]=[N:11][C:12]1[CH:17]=[C:16]([C:18]([CH3:21])([CH3:20])[CH3:19])[CH:15]=[C:14]([C:22]2[C:23]([OH:43])=[C:24]([N:32]=[N:33][C:34]3[CH:39]=[CH:38][CH:37]=[CH:36][C:35]=3[N+:40]([O-])=O)[CH:25]=[C:26]([C:28]([CH3:31])([CH3:30])[CH3:29])[CH:27]=2)[C:13]=1[OH:44])([O-])=O.[OH-].[Na+]>[Zn].C(O)C>[N:1]1[N:11]([C:12]2[CH:17]=[C:16]([C:18]([CH3:21])([CH3:20])[CH3:19])[CH:15]=[C:14]([C:22]3[C:23]([OH:43])=[C:24]([N:32]4[N:40]=[C:35]5[CH:36]=[CH:37][CH:38]=[CH:39][C:34]5=[N:33]4)[CH:25]=[C:26]([C:28]([CH3:31])([CH3:30])[CH3:29])[CH:27]=3)[C:13]=2[OH:44])[N:10]=[C:5]2[CH:6]=[CH:7][CH:8]=[CH:9][C:4]=12 |f:1.2|. Procedure: A mixture of the 3,3′-bis-(2-nitrophenylazo)-5,5′-di-tert-butyl-1,1′-biphenyl-2,2′-diol (3.5 g), zinc powder (6.38 g), 15% aqueous sodium hydroxide (20 ml), and ethanol (40 ml) was boiled under reflux in a nitrogen atmosphere for three hours. The hot mixture was filtered over diatomaceous earth. After cooling in an ice bath and acidification with hydrochloric acid, the precipitated product was collected by suction filtration, washed with water and air dried. Purification of the crude product by ... Reactants: CC(C)(C)OC(=O)CC(=O)CC(CC#N)O[Si](C)(C)C(C)(C)C, CCCC[N+](CCCC)(CCCC)CCCC, CCOCC, [F-], C1CCOC1, O. The product is CC(C)(C)OC(=O)CC(=O)CC(O)CC#N. RXN SMILES: [C:1](#[N:2])[CH2:3][CH:4]([CH2:5][C:6]([CH2:7][C:8](=[O:9])[O:10][C:11]([CH3:12])([CH3:13])[CH3:14])=[O:15])[O:16][Si:17]([C:18]([CH3:19])([CH3:20])[CH3:21])([CH3:22])[CH3:23].[CH3:25][CH2:26][CH2:27][CH2:28][N+:29]([CH2:30][CH2:31][CH2:32][CH3:33])([CH2:34][CH2:35][CH2:36][CH3:37])[CH2:38][CH2:39][CH2:40][CH3:41].[CH3:43][CH2:44][O:45][CH2:46][CH3:47].[F-:24].[O:48]1[CH2:49][CH2:50][CH2:51][CH2:52]1.[OH2:42]>>[C:1](#[N:2])[CH2:3][CH:4]([CH2:5][C:6]([CH2:7][C:8](=[O:9])[O:10][C:11]([CH3:12])([CH3:13])[CH3:14])=[O:15])[OH:16]. Reactants: CC(=O)O[BH-](OC(C)=O)OC(C)=O, C=C(C)OC, CC(=O)O, COC(=O)c1cc(Cl)ccc1N, [Na+], [Na+], [OH-]. Yields the product COC(=O)c1cc(Cl)ccc1NC(C)C. Reaction SMILES: [C:22]([O:23][BH-:24]([O:25][C:26](=[O:27])[CH3:28])[O:29][C:30](=[O:31])[CH3:32])(=[O:33])[CH3:34].[CH3:13][O:14][C:15](=[CH2:16])[CH3:17].[CH3:18][C:19](=[O:20])[OH:21].[CH3:1][O:2][C:3]([c:4]1[c:5]([NH2:11])[cH:6][cH:7][c:8]([Cl:10])[cH:9]1)=[O:12].[Na+:35].[Na+:37].[OH-:36]>>[CH3:1][O:2][C:3]([c:4]1[c:5]([NH:11][CH:15]([CH3:16])[CH3:17])[cH:6][cH:7][c:8]([Cl:10])[cH:9]1)=[O:12]. Reactants: ice water, NC1=C(C=C(C=C1[N+](=O)[O-])Cl)C(F)(F)F (2-amino-5-chloro-3-nitrobenzotrifluoride), O (H2O), Cl[Sn]Cl (SnCl2). The solvent is C(C)O (ethanol). Conditions: temperature 90 celsius. Product: NC1=C(C=C(C=C1N)Cl)C(F)(F)F (2,3-diamino-5-chlorobenzotrifluoride). Yield: 82.4%. Reaction SMILES: [NH2:1][C:2]1[C:7]([N+:8]([O-])=O)=[CH:6][C:5]([Cl:11])=[CH:4][C:3]=1[C:12]([F:15])([F:14])[F:13].Cl[Sn]Cl.O>C(O)C>[NH2:1][C:2]1[C:7]([NH2:8])=[CH:6][C:5]([Cl:11])=[CH:4][C:3]=1[C:12]([F:15])([F:13])[F:14]. Procedure: To a stirred mixture of 2-amino-5-chloro-3-nitrobenzotrifluoride (250 mg, 1.043 mmol) in ethanol (4 mL) was added SnCl2.2 H2O (1.174 g, 5.217 mmol) in one portion. The mixture was refluxed at 80° C. (oil bath 90° C.) for 1 h. The solution was cooled to room temperature and ice water (20 g) was added. It was adjusted to pH=7 and extracted with ethyl acetate. The extract was dried (Mg2SO4) and evaporated to give 181 mg (83%) of 2,3-diamino-5-chlorobenzotrifluoride as a brown solid. 1H NMR (CDCl3):... Starting materials: C1CCOC1, CC(C)=O, CC(C)n1ncnc1-c1nc2c(s1)CCOc1cc(C3CNC3)ccc1-2, N#C[Na], O. Product: CC(C)n1ncnc1-c1nc2c(s1)CCOc1cc(C3CN(C(C)(C)C#N)C3)ccc1-2. As a reaction SMILES: [CH2:34]1[O:35][CH2:36][CH2:37][CH2:38]1.[CH3:30][C:31]([CH3:32])=[O:33].[NH:1]1[CH2:2][CH:3]([c:5]2[cH:6][c:7]3[c:8]([cH:25][cH:26]2)-[c:9]2[n:10][c:11](-[c:17]4[n:18]([CH:22]([CH3:23])[CH3:24])[n:19][cH:20][n:21]4)[s:12][c:13]2[CH2:14][CH2:15][O:16]3)[CH2:4]1.[Na:27][C:28]#[N:29].[OH2:39]>>[N:1]1([C:31]([C:28]#[N:29])([CH3:30])[CH3:32])[CH2:2][CH:3]([c:5]2[cH:6][c:7]3[c:8]([cH:25][cH:26]2)-[c:9]2[n:10][c:11](-[c:17]4[n:18]([CH:22]([CH3:23])[CH3:24])[n:19][cH:20][n:21]4)[s:12][c:13]2[CH2:14][CH2:15][O:16]3)[CH2:4]1. Reactants: ClC=1C=C(C=CC1Cl)/C=C/C(=O)N1CCNC(CC1)=O (1-[(E)-3-(3,4-dichloro-phenyl)-acryloyl]-[1,4]diazepan-5-one), ClC=1C=C(C=CC1Cl)/C=C/C(=O)N1CCNC(CC1)=O (1-[(E)-3-(3,4-dichloro-phenyl)-acryloyl]-[1,4]diazepan-5-one), CC1(OC[C@H](O1)CCOS(=O)(=O)C)C (methanesulfonic acid 2-((R)-2,2-dimethyl-[1,3]dioxolan-4-yl)-ethyl ester). Yields the product ClC=1C=C(C=CC1Cl)/C=C/C(=O)N1CCN(C(CC1)=O)CC[C@H]1OC(OC1)(C)C (1-[(E)-3-(3,4-Dichloro-phenyl)-acryloyl]-4-[2-((R)-2,2-dimethyl-[1,3]dioxolan-4-yl)-ethyl]-[1,4]diazepan-5-one). Reaction SMILES: [Cl:1][C:2]1[CH:3]=[C:4](/[CH:9]=[CH:10]/[C:11]([N:13]2[CH2:19][CH2:18][C:17](=[O:20])[NH:16][CH2:15][CH2:14]2)=[O:12])[CH:5]=[CH:6][C:7]=1[Cl:8].[CH3:21][C:22]1([CH3:34])[O:26][C@H:25]([CH2:27][CH2:28]OS(C)(=O)=O)[CH2:24][O:23]1>>[Cl:1][C:2]1[CH:3]=[C:4](/[CH:9]=[CH:10]/[C:11]([N:13]2[CH2:19][CH2:18][C:17](=[O:20])[N:16]([CH2:28][CH2:27][C@@H:25]3[CH2:24][O:23][C:22]([CH3:34])([CH3:21])[O:26]3)[CH2:15][CH2:14]2)=[O:12])[CH:5]=[CH:6][C:7]=1[Cl:8]. Procedure details: In analogy to the procedure described for example 167A, 1-[(E)-3-(3,4-dichloro-phenyl)-acryloyl]-[1,4]diazepan-5-one (intermediate 1A]) and methanesulfonic acid 2-((R)-2,2-dimethyl-[1,3]dioxolan-4-yl)-ethyl ester (prepared from 2-((R)-2,2-dimethyl-[1,3]dioxolan-4-yl)-ethanol and methanesulfonyl chloride) gave after reaction at RT, the title compound as an off-white foam. MS: 441.1 (MH+, 2Cl). Starting materials: C[O-], CO, Cl, Cc1cc(F)ccc1[N+](=O)[O-], [Na+], O, O=C(O)c1ccc(O)cc1. The product is Cc1cc(Oc2ccc(C(=O)O)cc2)ccc1[N+](=O)[O-]. As a reaction SMILES: [CH3:11][O-:12].[CH3:26][OH:27].[ClH:25].[F:14][c:15]1[cH:16][c:17]([CH3:24])[c:18]([N+:21](=[O:22])[O-:23])[cH:19][cH:20]1.[Na+:13].[OH2:28].[OH:1][C:2](=[O:3])[c:4]1[cH:5][cH:6][c:7]([OH:8])[cH:9][cH:10]1>>[OH:1][C:2](=[O:3])[c:4]1[cH:5][cH:6][c:7]([O:8][c:15]2[cH:16][c:17]([CH3:24])[c:18]([N+:21](=[O:22])[O-:23])[cH:19][cH:20]2)[cH:9][cH:10]1.